This data is from the Open Reaction Database (ORD), a public repository of structured organic reaction records. The task is: describe an organic reaction: reactants, conditions, products, and yield Reactants: C1(CCCCCC1)NC=1OCC2=C(N1)C=CC(=C2)N (N2-Cycloheptyl-4H-benzo[d][1,3]oxazine-2,6-diamine), C(=O)C=1SC=CN1 (2-formylthiazole). Product: C1(CCCCCC1)NC=1OCC2=C(N1)C=CC(=C2)NCC=2SC=CN2 (N2-Cycloheptyl-N6-thiazol-2-ylmethyl-4H-benzo[d][1,3]oxazine-2,6-diamine). The yield is 38.8%. RXN SMILES: [CH:1]1([NH:8][C:9]2[O:10][CH2:11][C:12]3[CH:18]=[C:17]([NH2:19])[CH:16]=[CH:15][C:13]=3[N:14]=2)[CH2:7][CH2:6][CH2:5][CH2:4][CH2:3][CH2:2]1.[CH:20]([C:22]1[S:23][CH:24]=[CH:25][N:26]=1)=O>>[CH:1]1([NH:8][C:9]2[O:10][CH2:11][C:12]3[CH:18]=[C:17]([NH:19][CH2:20][C:22]4[S:23][CH:24]=[CH:25][N:26]=4)[CH:16]=[CH:15][C:13]=3[N:14]=2)[CH2:2][CH2:3][CH2:4][CH2:5][CH2:6][CH2:7]1. Procedure details: Prepared from N2-cycloheptyl-4H-benzo[d][1,3]oxazine-2,6-diamine (example 92) (188 mg, 0.73 mmol) and 2-formylthiazole (90 mg, 0.80 mmol) according to the procedure described for example 88. Obtained the title compound as a yellow foam (101 mg, 39%), MS (ISP) m/e=357.3 [(M+H)+]. The reactants are ClC=1C=NC=C(C1)OC1=C(C=C(C=C1)N)C(F)(F)F (2-(3-chloro-5-pyridyloxy)-5-aminobenzotrifluoride), ClC1=C(C=CC(=C1)Cl)S(=O)(=O)Cl (2,4-dichlorobenzenesulfonyl chloride). Run in CCCCCC.CCOCC (hexane ether). Yields the product ClC=1C=NC=C(C1)OC1=C(C=C(C=C1)NS(=O)(=O)C1=C(C=C(C=C1)Cl)Cl)C(F)(F)F (2-(3-chloro-5-pyridyloxy)-5-(2,4-dichlorobenzene-sulfonamido)benzotrifluoride). Isolated yield 21.5%. As a reaction SMILES: [Cl:1][C:2]1[CH:3]=[N:4][CH:5]=[C:6]([O:8][C:9]2[CH:14]=[CH:13][C:12]([NH2:15])=[CH:11][C:10]=2[C:16]([F:19])([F:18])[F:17])[CH:7]=1.[Cl:20][C:21]1[CH:26]=[C:25]([Cl:27])[CH:24]=[CH:23][C:22]=1[S:28](Cl)(=[O:30])=[O:29]>CCCCCC.CCOCC>[Cl:1][C:2]1[CH:3]=[N:4][CH:5]=[C:6]([O:8][C:9]2[CH:14]=[CH:13][C:12]([NH:15][S:28]([C:22]3[CH:23]=[CH:24][C:25]([Cl:27])=[CH:26][C:21]=3[Cl:20])(=[O:30])=[O:29])=[CH:11][C:10]=2[C:16]([F:17])([F:19])[F:18])[CH:7]=1 |f:2.3|. Reported procedure: Using the method of Example 17.4, 2-(3-chloro-5-pyridyloxy)-5-aminobenzotrifluoride (0.394 g) and 2,4-dichlorobenzenesulfonyl chloride (0.34 g) were combined to provide, after flash chromatography and trituration with hexane/ether the title compound as a crystalline solid (0.146 g). mp 129-130° C. Reactants: CN(C(=O)OC(C)(C)C)[C@@H]1C[C@@H]([C@H](C1)C1=CC=CC=C1)CN1CCC(CC1)N(CC=C)C(=O)OCC1=CC=C(C=C1)[N+](=O)[O-] (1-(S)-(N-(methyl)-N-(t-butoxycarbonyl)amino)-3-(S)-((4-(N-(4-nitrobenzyloxycarbonyl)-N-(allyl)amino)piperidin-1-yl)methyl)-4-(S)-phenylcyclopentane), FC=1C=C(C(=O)Cl)C=CC1 (3-fluorobenzoyl chloride). Yields the product CN(C(=O)C1=CC(=CC=C1)F)[C@@H]1C[C@@H]([C@H](C1)C1=CC=CC=C1)CN1CCC(CC1)N(CC=C)C(=O)OCC1=CC=C(C=C1)[N+](=O)[O-] (1-(S)-(N-(Methyl)-N-(3-fluorophenylcarbonyl)amino)-3-(S)-((4-(N-(4-nitrobenzyloxycarbonyl)-N-(allyl)amino)piperidin-1-yl)methyl)-4-(S)-phenylcyclopentane). Reaction SMILES: [CH3:1][N:2]([C@H:10]1[CH2:14][C@H:13]([C:15]2[CH:20]=[CH:19][CH:18]=[CH:17][CH:16]=2)[C@@H:12]([CH2:21][N:22]2[CH2:27][CH2:26][CH:25]([N:28]([C:32]([O:34][CH2:35][C:36]3[CH:41]=[CH:40][C:39]([N+:42]([O-:44])=[O:43])=[CH:38][CH:37]=3)=[O:33])[CH2:29][CH:30]=[CH2:31])[CH2:24][CH2:23]2)[CH2:11]1)C(OC(C)(C)C)=O.[F:45][C:46]1[CH:47]=[C:48]([CH:52]=[CH:53][CH:54]=1)[C:49](Cl)=[O:50]>>[CH3:1][N:2]([C@H:10]1[CH2:14][C@H:13]([C:15]2[CH:16]=[CH:17][CH:18]=[CH:19][CH:20]=2)[C@@H:12]([CH2:21][N:22]2[CH2:23][CH2:24][CH:25]([N:28]([C:32]([O:34][CH2:35][C:36]3[CH:37]=[CH:38][C:39]([N+:42]([O-:44])=[O:43])=[CH:40][CH:41]=3)=[O:33])[CH2:29][CH:30]=[CH2:31])[CH2:26][CH2:27]2)[CH2:11]1)[C:49]([C:48]1[CH:52]=[CH:53][CH:54]=[C:46]([F:45])[CH:47]=1)=[O:50]. Procedure: Using essentially the same procedure as in Example 16, Step A and B but substituting 1-(S)-(N-(methyl)-N-(t-butoxycarbonyl)amino)-3-(S)-((4-(N-(4-nitrobenzyloxycarbonyl)-N-(allyl)amino)piperidin-1-yl)methyl)-4-(S)-phenylcyclopentane from Example 31 in Step A and 3-fluorobenzoyl chloride in Step B, the title compound was prepared. The reactants are ClC=1C=C(C=CC1C1(OCCO1)C)CCC1(CC(=C(C(O1)=O)CC1=NN2C(N=C(C=C2C)C)=N1)O)C1CCCC1 (6-{2-[3-Chloro-4-(2-methyl-[1,3]dioxolan-2-yl)-phenyl]-ethyl}-6-cyclopentyl-3-(5,7-dimethyl-[1,2,4]triazolo[1,5-a]pyrimidin-2-ylmethyl)-4-hydroxy-5,6-dihydro-pyran-2-one). The solvent is CC(=O)C (acetone). Conditions: time 72 hour. The product is C(C)(=O)C1=C(C=C(C=C1)CCC1(CC(=C(C(O1)=O)CC1=NN2C(N=C(C=C2C)C)=N1)O)C1CCCC1)Cl (6-[2-(4-Acetyl-3-chloro-phenyl)-ethyl]-6-cyclopentyl-3-(5,7-dimethyl-[1,2,4]triazolo[1,5-a]pyrimidin-2-ylmethyl)-4-hydroxy-5,6-dihydro-pyran-2-one), product. The yield is 41.0%. As a reaction SMILES: [Cl:1][C:2]1[CH:3]=[C:4]([CH2:14][CH2:15][C:16]2([CH:36]3[CH2:40][CH2:39][CH2:38][CH2:37]3)[O:21][C:20](=[O:22])[C:19]([CH2:23][C:24]3[N:34]=[C:27]4[N:28]=[C:29]([CH3:33])[CH:30]=[C:31]([CH3:32])[N:26]4[N:25]=3)=[C:18]([OH:35])[CH2:17]2)[CH:5]=[CH:6][C:7]=1[C:8]1([CH3:13])OCC[O:9]1>CC(C)=O>[C:8]([C:7]1[CH:6]=[CH:5][C:4]([CH2:14][CH2:15][C:16]2([CH:36]3[CH2:40][CH2:39][CH2:38][CH2:37]3)[O:21][C:20](=[O:22])[C:19]([CH2:23][C:24]3[N:34]=[C:27]4[N:28]=[C:29]([CH3:33])[CH:30]=[C:31]([CH3:32])[N:26]4[N:25]=3)=[C:18]([OH:35])[CH2:17]2)=[CH:3][C:2]=1[Cl:1])(=[O:9])[CH3:13]. Procedure details: The title compound was prepared in the following way: Example B(122) 6-{2-[3-Chloro-4-(2-methyl-[1,3]dioxolan-2-yl)-phenyl]-ethyl}-6-cyclopentyl-3-(5,7-dimethyl-[1,2,4]triazolo[1,5-a]pyrimidin-2-ylmethyl)-4-hydroxy-5,6-dihydro-pyran-2-one (0.138 g, 0.24 mmol), was dissolved in acetone (8 mL). Amberlyst-13 (0.23 g) was added from top and reaction was stirred under nitrogen for 72 hours at room temperature. The resulting reaction mixture was filtered through fritted funnel to remove the amberlyst ... The reactants are C(C)(C)(CC)N=NC(CCC(=O)O)(C)C#N (4-t-amylazo-4-cyanovaleric acid), P(Cl)(Cl)(Cl)(Cl)Cl (PCl5), ice water. Solvent: CCCCC (pentane). Reaction conditions: time 50 minute. Yields the product C(C)(C)(CC)N=NC(CCC(=O)Cl)(C)C#N (4-t-amylazo-4-cyanovaleryl chloride). Isolated yield 83.4%. As a reaction SMILES: [C:1]([N:6]=[N:7][C:8]([C:15]#[N:16])([CH3:14])[CH2:9][CH2:10][C:11](O)=[O:12])([CH2:4][CH3:5])([CH3:3])[CH3:2].P(Cl)(Cl)(Cl)(Cl)[Cl:18]>CCCCC>[C:1]([N:6]=[N:7][C:8]([C:15]#[N:16])([CH3:14])[CH2:9][CH2:10][C:11]([Cl:18])=[O:12])([CH2:4][CH3:5])([CH3:3])[CH3:2]. Reported procedure: To a stirred slurry of 10 grams (.0443 moles) of 4-t-amylazo-4-cyanovaleric acid in 50 mls. of pentane in a 100 ml. flask was added 9.37 grams(.045 moles) of PCl5 over a 10 minute period. After the addition was complete, the reaction was stirred at room temperature for another 50 minutes and poured into 100 mls. of ice water. The pentane layer was separated, washed with 10% NaHCO3 solution, dried over anhydrous Na2SO4, filtered and the pentane evaporated to leave 9.0 grams (84% yield) of 4-t-amy... The reactants are CCO, CCN(C(C)C)C(C)C, Nc1cc(C2CC2)[nH]n1, O=[N+]([O-])c1ccc(Cl)nc1Cl. Yields the product O=[N+]([O-])c1ccc(Cl)nc1Nc1cc(C2CC2)[nH]n1. Reaction SMILES: [CH3:30][CH2:31][OH:32].[CH:12]([N:13]([CH2:14][CH3:15])[CH:16]([CH3:17])[CH3:18])([CH3:19])[CH3:20].[CH:21]1([c:24]2[cH:25][c:26]([NH2:29])[n:27][nH:28]2)[CH2:22][CH2:23]1.[Cl:1][c:2]1[n:3][c:4]([Cl:11])[cH:5][cH:6][c:7]1[N+:8](=[O:9])[O-:10]>>[c:2]1([NH:29][c:26]2[cH:25][c:24]([CH:21]3[CH2:22][CH2:23]3)[nH:28][n:27]2)[n:3][c:4]([Cl:11])[cH:5][cH:6][c:7]1[N+:8](=[O:9])[O-:10]. The reactants are CC(C)(C)n1c(-c2ccccc2-c2noc(C(Cl)(Cl)Cl)n2)nc2cc(-c3cnc(N)nc3)ccc21, [NH4+], CN(C)C=O, [OH-], O. Yields the product CC(C)(C)n1c(-c2ccccc2-c2noc(N)n2)nc2cc(-c3cnc(N)nc3)ccc21. RXN SMILES: [C:3]([CH3:4])([CH3:5])([CH3:6])[n:7]1[c:8](-[c:23]2[c:24](-[c:29]3[n:30][o:31][c:32]([C:34]([Cl:35])([Cl:36])[Cl:37])[n:33]3)[cH:25][cH:26][cH:27][cH:28]2)[n:9][c:10]2[c:11]1[cH:12][cH:13][c:14](-[c:16]1[cH:17][n:18][c:19]([NH2:22])[n:20][cH:21]1)[cH:15]2.[NH4+:1].[O:39]=[CH:40][N:41]([CH3:42])[CH3:43].[OH-:2].[OH2:38]>>[NH2:1][c:32]1[o:31][n:30][c:29](-[c:24]2[c:23](-[c:8]3[n:7]([C:3]([CH3:4])([CH3:5])[CH3:6])[c:11]4[c:10]([n:9]3)[cH:15][c:14](-[c:16]3[cH:17][n:18][c:19]([NH2:22])[n:20][cH:21]3)[cH:13][cH:12]4)[cH:28][cH:27][cH:26][cH:25]2)[n:33]1.